Dataset: the Open Reaction Database (ORD), a public repository of structured organic reaction records. Task: describe an organic reaction: reactants, conditions, products, and yield The reactants are C1(=CC=CC2=CC=CC=C12)CC(C(=O)N[C@@H](CC1=CNC=N1)C(=O)N=[N+]=[N-])CC(NCCC1=CC=CC=C1)=O (N-[(+)-2-(1-naphthylmethyl)-3-(phenethylcarbamoyl)-propionyl]-L-histidine azide), [N-]=[N+]=[N-] (azide), Cl.C(C1=CC=CC=C1)OCC([C@H](CC(C)C)N)O ((2RS, 3S)-3-amino-2-hydroxy-5-methylhexyl benzyl ether hydrochloride), Cl (hydrogen chloride), C([O-])(O)=O.[Na+] (sodium bicarbonate), hydrazide, C1(=CC=CC2=CC=CC=C12)CC(C(=O)N(N)C([C@@H](N)CC1=CNC=N1)=O)CC(NCCC1=CC=CC=C1)=O (N-[(+)-2-(1-naphthylmethyl)-3-(phenethylcarbamoyl)propionyl]-L-histidine hydrazide). Solvent: N(=O)OCCC(C)C (isoamyl nitrite), CN(C=O)C (N,N-dimethylformamide), C(C)N(CC)CC (triethylamine), C(C)N(CC)CC (triethylamine), CN(C=O)C (N,N-dimethylformamide), CN(C=O)C (N,N-dimethylformamide). Run at time 16 hour. Product: C(C1=CC=CC=C1)OC(C(CCC(C)C)O)N (amino-2-hydroxy-5-methylhexyl benzyl ether). As a reaction SMILES: C1(CC(CC(=O)NCCC2C=CC=CC=2)C([N:15](C(=O)[C@H](CC2N=CNC=2)N)N)=O)C2C(=CC=CC=2)C=CC=1.Cl.C1(CC(CC(=O)NCCC2C=CC=CC=2)C(N[C@H](C(N=[N+]=[N-])=O)CC2N=CNC=2)=O)C2C(=CC=CC=2)C=CC=1.[N-]=[N+]=[N-].Cl.[CH2:83]([O:90][CH2:91][CH:92]([OH:99])[C@@H:93](N)[CH2:94][CH:95]([CH3:97])[CH3:96])[C:84]1[CH:89]=[CH:88][CH:87]=[CH:86][CH:85]=1.C(=O)(O)[O-].[Na+]>CN(C)C=O.N(OCCC(C)C)=O.C(N(CC)CC)C>[CH2:83]([O:90][CH:91]([NH2:15])[CH:92]([OH:99])[CH2:93][CH2:94][CH:95]([CH3:97])[CH3:96])[C:84]1[CH:89]=[CH:88][CH:87]=[CH:86][CH:85]=1 |f:4.5,6.7|. Procedure: To a suspension of 31 mg of N-[(+)-2-(1-naphthylmethyl)-3-(phenethylcarbamoyl)propionyl]-L-histidine hydrazide in 1 ml of N,N-dimethylformamide were added successively dropwise 0.044 ml of a dry 5.1N-hydrogen chloride in N,N-dimethylformamide solution and 0.011 ml of isoamyl nitrite, and the mixture was stirred. After disappearance of hydrazide compound, the reaction mixture was cooled to +30° C., and neutrlized by adding 0.031 ml of triethylamine to prepare a solution of N-[(+)-2-(1-naphthylmet... Starting materials: CS(C)=O, ClC(Cl)Cl, CCOP(=O)(Cc1cc(C)c(CCl)cc1C)OCC, [Na+], O=C([O-])O, O. Product: CCOP(=O)(Cc1cc(C)c(C=O)cc1C)OCC. Reaction SMILES: [CH3:26][S:27]([CH3:28])=[O:29].[CH:30]([Cl:31])([Cl:32])[Cl:33].[Cl:6][CH2:7][c:8]1[c:9]([CH3:24])[cH:10][c:11]([CH2:15][P:16](=[O:17])([O:18][CH2:19][CH3:20])[O:21][CH2:22][CH3:23])[c:12]([CH3:14])[cH:13]1.[Na+:5].[O-:1][C:2]([OH:3])=[O:4].[OH2:25]>>[O:1]=[CH:7][c:8]1[c:9]([CH3:24])[cH:10][c:11]([CH2:15][P:16](=[O:17])([O:18][CH2:19][CH3:20])[O:21][CH2:22][CH3:23])[c:12]([CH3:14])[cH:13]1. The reactants are CC(=O)O, O=C(O)Cc1cc(=O)n(Cc2ccc(Cl)cc2)c2ccc([N+](=O)[O-])cc12, Cl, [Fe]. Product: Nc1ccc2c(c1)c(CC(=O)O)cc(=O)n2Cc1ccc(Cl)cc1. RXN SMILES: [CH3:29][C:30](=[O:31])[OH:32].[Cl:1][c:2]1[cH:3][cH:4][c:5]([CH2:6][n:7]2[c:8](=[O:24])[cH:9][c:10]([CH2:20][C:21](=[O:22])[OH:23])[c:11]3[cH:12][c:13]([N+:17]([O-:18])=[O:19])[cH:14][cH:15][c:16]23)[cH:25][cH:26]1.[ClH:27].[Fe:28]>>[Cl:1][c:2]1[cH:3][cH:4][c:5]([CH2:6][n:7]2[c:8](=[O:24])[cH:9][c:10]([CH2:20][C:21](=[O:22])[OH:23])[c:11]3[cH:12][c:13]([NH2:17])[cH:14][cH:15][c:16]23)[cH:25][cH:26]1. Starting materials: ice, [Na] (sodium), CC(C)(C)S (2-methyl-2-propanethiol), BrCC(C(C)(C)C)=O (1-bromopinacolone), [Cl-].[Na+] (sodium chloride). Solvent: O (water), C(C)O (ethanol). Product: CC(C(CSC(C)(C)C)=O)(C)C (3,3-Dimethyl-1-tert.-butylthio-2-butanone). RXN SMILES: [Na].[CH3:2][C:3]([SH:6])([CH3:5])[CH3:4].Br[CH2:8][C:9](=[O:14])[C:10]([CH3:13])([CH3:12])[CH3:11].[Cl-].[Na+]>C(O)C.O>[CH3:11][C:10]([CH3:13])([CH3:12])[C:9](=[O:14])[CH2:8][S:6][C:3]([CH3:5])([CH3:4])[CH3:2] |f:3.4,^1:0|. Procedure details: To a solution of 5.8 g (0.25 mol) of sodium metal in 175 ml of absolute ethanol is added, dropwise, 24.4 g (0.27 mol) of 2-methyl-2-propanethiol. The stirred solution is heated for 20 minutes, cooled, and treated in a dropwise manner with 44.8 g (0.25 mol) of 1-bromopinacolone, prepared according to the procedure of J. Am. Chem. Soc., 74, 4507 (1952). This reaction mixture is heated at reflux for 20 minutes, cooled, and poured onto 200 g of ice and water. After being saturated with sodium chlori... Starting materials: OC1=C(C=C(C=C1)CCCC(=O)OC)C1=C(C=CC(=C1)CCCC(=O)OC)O (2,2'-dihydroxy-5,5'-bis (3-methoxycarbonylpropyl) biphenyl), C(C)Br (ethyl bromide), C([O-])([O-])=O.[K+].[K+] (potassium carbonate). The reagents and catalysts are [Cu] (copper). The solvent is CN(C)C=O (DMF). Product: C(C)OC1=C(C=C(C=C1)CCCC(=O)OC)C1=C(C=CC(=C1)CCCC(=O)OC)O (2-ethoxy-2'-hydroxy-5, 5'-bis (3-methoxycarbonylpropyl) biphenyl). The yield is 85.8%. Reaction SMILES: [OH:1][C:2]1[CH:7]=[CH:6][C:5]([CH2:8][CH2:9][CH2:10][C:11]([O:13][CH3:14])=[O:12])=[CH:4][C:3]=1[C:15]1[CH:20]=[C:19]([CH2:21][CH2:22][CH2:23][C:24]([O:26][CH3:27])=[O:25])[CH:18]=[CH:17][C:16]=1[OH:28].[CH2:29](Br)[CH3:30].C(=O)([O-])[O-].[K+].[K+]>[Cu].CN(C=O)C>[CH2:29]([O:1][C:2]1[CH:7]=[CH:6][C:5]([CH2:8][CH2:9][CH2:10][C:11]([O:13][CH3:14])=[O:12])=[CH:4][C:3]=1[C:15]1[CH:20]=[C:19]([CH2:21][CH2:22][CH2:23][C:24]([O:26][CH3:27])=[O:25])[CH:18]=[CH:17][C:16]=1[OH:28])[CH3:30] |f:2.3.4|. Procedure details: To 5 ml of a DMF solution containing 200 mg (0.5181 mmol) of 2,2'-dihydroxy-5,5'-bis (3-methoxycarbonylpropyl) biphenyl and 0.391 ml (5.181 mmol) of ethyl bromide, there were added 85.8 mg (0.6217 mmol) of anhydrous potassium carbonate and a small amount of copper powder and the resulting mixture was agitated for 5 hours at room temperature. The reaction mixture was filtered by suction through Celite to remove the solid matter and the filtrate was washed with ethyl acetate. After the solvent in ... Starting materials: FC(OC1=CC=C(C=NO)C=C1)(F)F (4-(trifluoromethoxy)benzaldehyde oxime), ClN1C(CCC1=O)=O (N-chlorosuccinimide). The solvent is CN(C)C=O (DMF). Reaction conditions: time 5 hour. The product is O\N=C(\C1=CC=C(C=C1)OC(F)(F)F)/Cl ((Z)—N-hydroxy-4-(trifluoromethoxy)benzimidoyl chloride). RXN SMILES: [F:1][C:2]([F:14])([F:13])[O:3][C:4]1[CH:12]=[CH:11][C:7]([CH:8]=[N:9][OH:10])=[CH:6][CH:5]=1.[Cl:15]N1C(=O)CCC1=O>CN(C=O)C>[OH:10]/[N:9]=[C:8](\[Cl:15])/[C:7]1[CH:11]=[CH:12][C:4]([O:3][C:2]([F:13])([F:14])[F:1])=[CH:5][CH:6]=1. Procedure details: To a solution of 4-(trifluoromethoxy)benzaldehyde oxime (9.5 g, 46 mmol) in DMF (80 ml) was added N-chlorosuccinimide (8.0 g, 60 mmol) and the resulting mixture was stirred at RT for 5 h. The volatiles were removed under reduced pressure and the residue was dissolved in EtOAc, and washed with H2O, brine. The organic layer was dried over Na2SO4, filtered and concentrated under reduced pressure. The solid residue was used without further purification for the following step. 1H NMR (500 MHz, CDCl3)... The reactants are O=C(O)CBr, C1CCOC1, O=C(Nc1nc(CC(=O)N2CCNCC2)cs1)c1ccc(Cl)cc1. The product is O=C(Nc1nc(CC(=O)N2CCN(C(=O)CBr)CC2)cs1)c1ccc(Cl)cc1. As a reaction SMILES: [Br:25][CH2:26][C:27](=[O:28])[OH:29].[CH2:30]1[O:31][CH2:32][CH2:33][CH2:34]1.[Cl:1][c:2]1[cH:3][cH:4][c:5]([C:6](=[O:7])[NH:8][c:9]2[s:10][cH:11][c:12]([CH2:14][C:15]([N:16]3[CH2:17][CH2:18][NH:19][CH2:20][CH2:21]3)=[O:22])[n:13]2)[cH:23][cH:24]1>>[Cl:1][c:2]1[cH:3][cH:4][c:5]([C:6](=[O:7])[NH:8][c:9]2[s:10][cH:11][c:12]([CH2:14][C:15]([N:16]3[CH2:17][CH2:18][N:19]([C:27]([CH2:26][Br:25])=[O:28])[CH2:20][CH2:21]3)=[O:22])[n:13]2)[cH:23][cH:24]1.